From a dataset of the Open Reaction Database (ORD), a public repository of structured organic reaction records. describe an organic reaction: reactants, conditions, products, and yield The reactants are COC=1C=CC(=C(C1)C1OCCO1)C (2-(5-methoxy-2-methylphenyl)-[1,3]dioxolane), Cl (hydrochloric acid). Solvent: O1CCCC1 (tetrahydrofuran). Yields the product COC=1C=CC(=C(C=O)C1)C (5-methoxy-2-methylbenzaldehyde). Isolated yield 85.0%. As a reaction SMILES: [CH3:1][O:2][C:3]1[CH:4]=[CH:5][C:6]([CH3:14])=[C:7]([CH:9]2OCC[O:10]2)[CH:8]=1.Cl>O1CCCC1>[CH3:1][O:2][C:3]1[CH:4]=[CH:5][C:6]([CH3:14])=[C:7]([CH:8]=1)[CH:9]=[O:10]. Procedure: A solution of 2-(5-methoxy-2-methylphenyl)-[1,3]dioxolane (18.25 g) in tetrahydrofuran (180 mL) is treated with 1 N hydrochloric acid (27 mL). The reaction mixture is heated at reflux for 2 hours, evaporated and the residue is partitioned between ethyl acetate (150 mL) and water (150 mL). The organic phase is washed with water (150 mL), with brine (150 mL), dried over magnesium sulphate and evaporated to give 5-methoxy-2-methylbenzaldehyde (12 g) as an orange oil. Starting materials: COC(C1=C(C=CC(=C1)C#N)CN(S(=O)(=O)C1=C(C=CC=C1)[N+](=O)[O-])CC1=NC=C(C=C1C)C)=O (5-cyano-2-{[(3,5-dimethyl-pyridin-2-ylmethyl)-(2-nitro-benzenesulfonyl)-amino]-methyl}-benzoic acid methyl ester), [Li+].[BH4-] (LiBH4). The solvent is C1CCOC1 (THF), CO (MeOH). Conditions: time 3 hour. The product is C(#N)C1=CC(=C(CN(S(=O)(=O)C2=C(C=CC=C2)[N+](=O)[O-])CC2=NC=C(C=C2C)C)C=C1)CO (N-(4-cyano-2-hydroxymethyl-benzyl)-N-(3,5-dimethyl-pyridin-2-ylmethyl)-2-nitro-benzene-sulfonamide). The yield is 104.6%. Reaction SMILES: C[O:2][C:3](=O)[C:4]1[CH:9]=[C:8]([C:10]#[N:11])[CH:7]=[CH:6][C:5]=1[CH2:12][N:13]([CH2:26][C:27]1[C:32]([CH3:33])=[CH:31][C:30]([CH3:34])=[CH:29][N:28]=1)[S:14]([C:17]1[CH:22]=[CH:21][CH:20]=[CH:19][C:18]=1[N+:23]([O-:25])=[O:24])(=[O:16])=[O:15].[Li+].[BH4-]>C1COCC1.CO>[C:10]([C:8]1[CH:7]=[CH:6][C:5]([CH2:12][N:13]([CH2:26][C:27]2[C:32]([CH3:33])=[CH:31][C:30]([CH3:34])=[CH:29][N:28]=2)[S:14]([C:17]2[CH:22]=[CH:21][CH:20]=[CH:19][C:18]=2[N+:23]([O-:25])=[O:24])(=[O:16])=[O:15])=[C:4]([CH2:3][OH:2])[CH:9]=1)#[N:11] |f:1.2|. Procedure: To a solution of 5-cyano-2-{[(3,5-dimethyl-pyridin-2-ylmethyl)-(2-nitro-benzenesulfonyl)-amino]-methyl}-benzoic acid methyl ester (0.83 g, 1.68 mmol) dissolved in THF (30 mL) and MeOH (10 mL), LiBH4 (0.37 g, 16.8 mmol) was slowly added. The mixture was stirred at room temperature for 3 hours. The mixture was concentrated in vacuo and redissolved in CH2Cl2 (50 mL). Water (50 mL) was added and the resulting mixture was extracted with CH2Cl2 (4×50 mL). The combined organic extracts were dried (Na2S... Product: Cc1cc(OCCC(=O)OCc2ccccc2)ccc1C=O. Reactants: BrCc1ccccc1, O=C([O-])[O-], Cc1cc(OCCC(=O)O)ccc1C=O, CN(C)C=O, [K+], [K+], O. RXN SMILES: [Br:22][CH2:23][c:24]1[cH:25][cH:26][cH:27][cH:28][cH:29]1.[C:16](=[O:17])([O-:18])[O-:19].[C:1](=[O:2])([OH:3])[CH2:4][CH2:5][O:6][c:7]1[cH:8][c:9]([CH3:15])[c:10]([CH:11]=[O:12])[cH:13][cH:14]1.[CH3:31][N:32]([CH3:33])[CH:34]=[O:35].[K+:20].[K+:21].[OH2:30]>>[C:1]([O:2][CH2:23][c:24]1[cH:25][cH:26][cH:27][cH:28][cH:29]1)(=[O:3])[CH2:4][CH2:5][O:6][c:7]1[cH:8][c:9]([CH3:15])[c:10]([CH:11]=[O:12])[cH:13][cH:14]1.